This data is from the Open Reaction Database (ORD), a public repository of structured organic reaction records. The task is: describe an organic reaction: reactants, conditions, products, and yield Reactants: CC1(Cn2cc([N+](=O)[O-])nc2Cl)CO1, C1CCN(C2CCNCC2)CC1, CN(C)C=O, O. Yields the product CC(O)(CN1CCC(N2CCCCC2)CC1)Cn1cc([N+](=O)[O-])nc1Cl. As a reaction SMILES: [Cl:1][c:2]1[n:3]([CH2:10][C:11]2([CH3:14])[O:12][CH2:13]2)[cH:4][c:5]([N+:7](=[O:8])[O-:9])[n:6]1.[N:15]1([CH:21]2[CH2:22][CH2:23][NH:24][CH2:25][CH2:26]2)[CH2:16][CH2:17][CH2:18][CH2:19][CH2:20]1.[O:28]=[CH:29][N:30]([CH3:31])[CH3:32].[OH2:27]>>[Cl:1][c:2]1[n:3]([CH2:10][C:11]([OH:12])([CH2:13][N:24]2[CH2:23][CH2:22][CH:21]([N:15]3[CH2:16][CH2:17][CH2:18][CH2:19][CH2:20]3)[CH2:26][CH2:25]2)[CH3:14])[cH:4][c:5]([N+:7](=[O:8])[O-:9])[n:6]1. Starting materials: O=Cc1ccccc1Cl, [H-], COP(=O)(Cc1ccccc1[N+](=O)[O-])OC, [Na+], C1CCOC1, O. Yields the product O=[N+]([O-])c1ccccc1C=Cc1ccccc1Cl. As a reaction SMILES: [Cl:19][c:20]1[c:21]([CH:22]=[O:23])[cH:24][cH:25][cH:26][cH:27]1.[H-:1].[N+:3](=[O:4])([O-:5])[c:6]1[c:7]([CH2:8][P:9](=[O:10])([O:11][CH3:12])[O:13][CH3:14])[cH:15][cH:16][cH:17][cH:18]1.[Na+:2].[O:29]1[CH2:30][CH2:31][CH2:32][CH2:33]1.[OH2:28]>>[N+:3](=[O:4])([O-:5])[c:6]1[c:7]([CH:8]=[CH:22][c:21]2[c:20]([Cl:19])[cH:27][cH:26][cH:25][cH:24]2)[cH:15][cH:16][cH:17][cH:18]1. Reactants: C(C)(C)(C)OC(=O)N1CC(CCC1)NC1=NC=C(C=N1)Br (3-(5-bromo-pyrimidin-2-ylamino)-piperidine-1-carboxylic acid tert-butyl ester), C(=O)(C(F)(F)F)O (TFA), C(=O)(C(F)(F)F)O (TFA). The solvent is C(Cl)Cl (DCM). Reaction conditions: time 20 hour. The product is BrC=1C=NC(=NC1)NC1CNCCC1 ((5-bromo-pyrimidin-2-yl)-piperidin-3-ylamine), bis-trifluoroacetate. Reaction SMILES: C(OC([N:8]1[CH2:13][CH2:12][CH2:11][CH:10]([NH:14][C:15]2[N:20]=[CH:19][C:18]([Br:21])=[CH:17][N:16]=2)[CH2:9]1)=O)(C)(C)C.C(O)(C(F)(F)F)=O>C(Cl)Cl>[Br:21][C:18]1[CH:17]=[N:16][C:15]([NH:14][CH:10]2[CH2:11][CH2:12][CH2:13][NH:8][CH2:9]2)=[N:20][CH:19]=1. Reported procedure: To a cold (˜0° C.) solution of 3-(5-bromo-pyrimidin-2-ylamino)-piperidine-1-carboxylic acid tert-butyl ester (850 mg) in dry DCM (10 mL) was added slowly TFA (0.911 mL). The reaction mixture was stirred at RT for 20 h, 5 eq more of TFA (0.911 mL) was added and the stirring was continued for 2 h. The reaction was concentrated in vacuo to yield the title compound as a bis-trifluoroacetate salt, which was used for the next step without further purification.